From a dataset of the Open Reaction Database (ORD), a public repository of structured organic reaction records. describe an organic reaction: reactants, conditions, products, and yield Starting materials: COS(=O)(=O)Cc1cccc(N2CCc3ccccc32)c1, N#C[Na], CN(C)C=O. Yields the product N#CCc1cccc(N2CCc3ccccc32)c1. Reaction SMILES: [CH3:1][O:2][S:3](=[O:4])(=[O:5])[CH2:6][c:7]1[cH:8][c:9]([N:13]2[CH2:14][CH2:15][c:16]3[cH:17][cH:18][cH:19][cH:20][c:21]32)[cH:10][cH:11][cH:12]1.[Na:22][C:23]#[N:24].[O:25]=[CH:26][N:27]([CH3:28])[CH3:29]>>[CH2:6]([c:7]1[cH:8][c:9]([N:13]2[CH2:14][CH2:15][c:16]3[cH:17][cH:18][cH:19][cH:20][c:21]32)[cH:10][cH:11][cH:12]1)[C:23]#[N:24]. Reactants: C(#N)C(C(=O)OCC)CC#N (ethyl 2,3-dicyanopropanoate), N1=CC=CC=C1 (pyridine), F[B-](F)(F)F.C1(=CC=CC=C1)[N+]#N (Benzenediazonium tetrafluoroborate). Solvent: CO (methanol). Run at time 18 hour. Yields the product C1(=CC=CC=C1)N=NC(C#N)CC#N (2-(phenyldiazenyl)succinonitrile). The yield is 28.0%. As a reaction SMILES: [C:1]([CH:3]([CH2:9][C:10]#[N:11])C(OCC)=O)#[N:2].N1C=CC=CC=1.F[B-](F)(F)F.[C:23]1([N+:29]#[N:30])[CH:28]=[CH:27][CH:26]=[CH:25][CH:24]=1>CO>[C:23]1([N:29]=[N:30][CH:3]([CH2:9][C:10]#[N:11])[C:1]#[N:2])[CH:28]=[CH:27][CH:26]=[CH:25][CH:24]=1 |f:2.3|. Reported procedure: A solution of ethyl 2,3-dicyanopropanoate (1.58 g, 10.38 mmol) in methanol (52 mL) and pyridine (2.52 mL, 31.14 mmol) was cooled to 10° C. in an ice bath. Benzenediazonium tetrafluoroborate was added portion-wise over 20 minutes at 10° C. and the reaction stirred at room temperature for 18 hours. The reaction was concentrated in vacuo and partitioned between DCM and water. The organic layer was dried over magnesium sulphate and concentrated in vacuo to afford the title compound (2.8 g, 28%). The... Starting materials: [Cu] (copper), C(C)C(COP(OCC(CCCC)CC)(O)=O)CCCC (di-(2-ethylhexyl) phosphoric acid). The product is P(=O)(OCC(CCCC)CC)(OCC(CCCC)CC)[O-].[Cu+2].C(C)C(COP(=O)(OCC(CCCC)CC)[O-])CCCC (copper di-(2-ethylhexyl) phosphate). Reaction SMILES: [Cu:1].[CH2:2]([CH:4]([CH2:19][CH2:20][CH2:21][CH3:22])[CH2:5][O:6][P:7](=[O:18])([OH:17])[O:8][CH2:9][CH:10]([CH2:15][CH3:16])[CH2:11][CH2:12][CH2:13][CH3:14])[CH3:3]>>[P:7]([O-:18])([O:6][CH2:5][CH:4]([CH2:2][CH3:3])[CH2:19][CH2:20][CH2:21][CH3:22])([O:8][CH2:9][CH:10]([CH2:15][CH3:16])[CH2:11][CH2:12][CH2:13][CH3:14])=[O:17].[Cu+2:1].[CH2:2]([CH:4]([CH2:19][CH2:20][CH2:21][CH3:22])[CH2:5][O:6][P:7]([O-:18])([O:8][CH2:9][CH:10]([CH2:15][CH3:16])[CH2:11][CH2:12][CH2:13][CH3:14])=[O:17])[CH3:3] |f:2.3.4|. Procedure details: In the drawing, a leach liquor containing for example 75 g/liter copper and 25 g/liter Zn in the form of sulfates is first adjusted, if necessary, to a pH of between 0.5 and 6 and then led in stream 1 where it is contacted with copper di-(2-ethylhexyl) phosphate (Cu(DEP)2) to extract zinc into the organic phase as Zn(DEP)2 leaving copper sulfate in the aqueous phase. The zinc-containing organic phase, Zn(DEP)2 in stream 2 is stripped with dilute sulfuric acid to recover the zinc as a zinc sulfat... Starting materials: O=C1NC=NC2=CC=C(C=C12)C(=O)OC (methyl 4-oxo-3,4-dihydroquinazoline-6-carboxylate), C([O-])([O-])=O.[K+].[K+] (potassium carbonate), FC(C=1C=C(CBr)C=CC1)(F)F (3-(trifluoromethyl)benzyl bromide). Solvent: CN(C)C=O (DMF). Reaction conditions: temperature 60 celsius, time 8 hour. Yields the product O=C1N(C=NC2=CC=C(C=C12)C(=O)OC)CC1=CC(=CC=C1)C(F)(F)F (methyl 4-oxo-3-[3-(trifluoromethyl)benzyl]-3,4-dihydroquinazoline-6-carboxylate). As a reaction SMILES: [O:1]=[C:2]1[C:11]2[C:6](=[CH:7][CH:8]=[C:9]([C:12]([O:14][CH3:15])=[O:13])[CH:10]=2)[N:5]=[CH:4][NH:3]1.C(=O)([O-])[O-].[K+].[K+].[F:22][C:23]([F:33])([F:32])[C:24]1[CH:25]=[C:26]([CH:29]=[CH:30][CH:31]=1)[CH2:27]Br>CN(C=O)C>[O:1]=[C:2]1[C:11]2[C:6](=[CH:7][CH:8]=[C:9]([C:12]([O:14][CH3:15])=[O:13])[CH:10]=2)[N:5]=[CH:4][N:3]1[CH2:27][C:26]1[CH:29]=[CH:30][CH:31]=[C:24]([C:23]([F:22])([F:32])[F:33])[CH:25]=1 |f:1.2.3|. Procedure: To a solution of methyl 4-oxo-3,4-dihydroquinazoline-6-carboxylate (30.6 mg, 0.15 mmol) in DMF (2 mL) was added potassium carbonate (41.5 mg, 0.30 mmol) and 3-(trifluoromethyl)benzyl bromide (45.8 μL, 0.30 mmol). The reaction mixture was heated to 60° C. and stirred overnight. The mixture was then cooled to rt and concentrated. Water was added and the reaction mixture was extracted with DCM (5 mL, 3×). The combined organic phases were then washed with water, and brine, dried over anhydrous Na2SO... Reaction conditions: temperature 60 celsius, time 8 hour. Product: CN(CC(=O)NC1=CC(=CC2=CC=C(C=C12)OC)C1=NC(=NC=C1)NC)C (2-(dimethylamino)-N-(7-methoxy-3-(2-(methylamino)pyrimidin-4-yl)naphthalen-1-yl)acetamide), solid. Reported procedure: To a solution of 2-chloro-N-(7-methoxy-3-(2-(methylamino)pyrimidin-4-yl)naphthalen-1-yl)acetamide 34 (0.125 mg, 0.35 mmol) in N,N-dimethylacetamide (1 mL), dimethylamine (1.5 mL, 2M solution in methanol, 3 mmol) was added. The reaction mixture was stirred at 60° C. overnight. The crude reaction mixture was concentrated under high vacuum and which was purified by reverse phase chromatography on preparative LC/UV/MS system using a mass triggered fractionation. Compound was eluted from the HPLC col... Starting materials: ClCC(=O)NC1=CC(=CC2=CC=C(C=C12)OC)C1=NC(=NC=C1)NC (2-chloro-N-(7-methoxy-3-(2-(methylamino)pyrimidin-4-yl)naphthalen-1-yl)acetamide), CNC (dimethylamine). As a reaction SMILES: Cl[CH2:2][C:3]([NH:5][C:6]1[C:15]2[C:10](=[CH:11][CH:12]=[C:13]([O:16][CH3:17])[CH:14]=2)[CH:9]=[C:8]([C:18]2[CH:23]=[CH:22][N:21]=[C:20]([NH:24][CH3:25])[N:19]=2)[CH:7]=1)=[O:4].[CH3:26][NH:27][CH3:28]>CN(C)C(=O)C>[CH3:26][N:27]([CH3:28])[CH2:2][C:3]([NH:5][C:6]1[C:15]2[C:10](=[CH:11][CH:12]=[C:13]([O:16][CH3:17])[CH:14]=2)[CH:9]=[C:8]([C:18]2[CH:23]=[CH:22][N:21]=[C:20]([NH:24][CH3:25])[N:19]=2)[CH:7]=1)=[O:4]. The solvent is CN(C(C)=O)C (N,N-dimethylacetamide). The reactants are CP(C)C (Trimethylphosphine), N(=[N+]=[N-])CC=1N=C(SC1)NC(=O)NCC1=CC(=CC=C1)F (1-(4-(azidomethyl)thiazol-2-yl)-3-(3-fluorobenzyl)urea), Cl (HCl). The solvent is C1CCOC1 (THF). Reaction conditions: time 22 hour. The product is Cl.NCC=1N=C(SC1)NC(=O)NCC1=CC(=CC=C1)F (1-(4-(aminomethyl) thiazol-2-yl)-3-(3-fluorobenzyl)urea hydrochloride). Reaction SMILES: CP(C)C.[N:5]([CH2:8][C:9]1[N:10]=[C:11]([NH:14][C:15]([NH:17][CH2:18][C:19]2[CH:24]=[CH:23][CH:22]=[C:21]([F:25])[CH:20]=2)=[O:16])[S:12][CH:13]=1)=[N+]=[N-].[ClH:26]>C1COCC1>[ClH:26].[NH2:5][CH2:8][C:9]1[N:10]=[C:11]([NH:14][C:15]([NH:17][CH2:18][C:19]2[CH:24]=[CH:23][CH:22]=[C:21]([F:25])[CH:20]=2)=[O:16])[S:12][CH:13]=1 |f:4.5|. Procedure: Trimethylphosphine (107 μL, 1.2 mmol) was added dropwise to a THF (5 mL) solution of 1-(4-(azidomethyl)thiazol-2-yl)-3-(3-fluorobenzyl)urea (307 mg, 1.0 mmol) at 0 C under a nitrogen atmosphere. The mixture was stirred for 22 hours then HCl (0.5 mL, 4M in water) was added and the stirring was continued for 22 hours. Upon evaporation of the mixture, the product was recrystallized from acetonitrile to afford 1-(4-(aminomethyl) thiazol-2-yl)-3-(3-fluorobenzyl)urea hydrochloride. 1H NMR (400 MHz, CD...